From a dataset of the Open Reaction Database (ORD), a public repository of structured organic reaction records. describe an organic reaction: reactants, conditions, products, and yield Starting materials: CC1(C(CC1=O)=O)C1=CC=C(C=C1)C (2-methyl-2-p-tolyl-cyclobutane-1,3-dione), C(C1=CC=CC=C1)=O (benzaldehyde), CC1=CNC2=CC=C(C=C12)C (3,5-dimethyl-1H-indole). Product: CC1=C(NC2=CC=C(C=C12)C)C(C=1C(C(C1O)(C1=CC=C(C=C1)C)C)=O)C1=CC=CC=C1 (2-[(3,5-Dimethyl-1H-indol-2-yl)-phenyl-methyl]-3-hydroxy-4-methyl-4-p-tolyl-cyclobut-2-enone). RXN SMILES: [CH3:1][C:2]1([C:8]2[CH:13]=[CH:12][C:11]([CH3:14])=[CH:10][CH:9]=2)[C:5](=[O:6])[CH2:4][C:3]1=[O:7].[CH:15](=O)[C:16]1[CH:21]=[CH:20][CH:19]=[CH:18][CH:17]=1.[CH3:23][C:24]1[C:32]2[C:27](=[CH:28][CH:29]=[C:30]([CH3:33])[CH:31]=2)[NH:26][CH:25]=1>>[CH3:23][C:24]1[C:32]2[C:27](=[CH:28][CH:29]=[C:30]([CH3:33])[CH:31]=2)[NH:26][C:25]=1[CH:15]([C:16]1[CH:21]=[CH:20][CH:19]=[CH:18][CH:17]=1)[C:4]1[C:5](=[O:6])[C:2]([CH3:1])([C:8]2[CH:13]=[CH:12][C:11]([CH3:14])=[CH:10][CH:9]=2)[C:3]=1[OH:7]. Reported procedure: Using general procedure C, 2-methyl-2-p-tolyl-cyclobutane-1,3-dione (from Example 4.1) was reacted with benzaldehyde and 3,5-dimethyl-1H-indole (Lit. 3) to give the title compound as a colorless solid. MS: 420.5 ([M−H]−). The reactants are BrC=1C=C(C(N(C1)C)=O)NC1=CC=C(C=N1)C1CCN(CC1)C(=O)OC(C)(C)C (tert-Butyl 4-(6-(5-Bromo-1-methyl-2-oxo-1,2-dihydropyridin-3-ylamino)pyridin-3-yl)piperidine-1-carboxylate), FC(C(=O)O)(F)F (trifluoroacetic acid). Run in C(Cl)Cl (methylene chloride). Yields the product BrC=1C=C(C(N(C1)C)=O)NC1=NC=C(C=C1)C1CCNCC1 (5-Bromo-1-methyl-3-(5-(piperidin-4-yl)pyridin-2-ylamino)pyridin-2(1H)-one). Isolated yield 100.0%. Reaction SMILES: [Br:1][C:2]1[CH:3]=[C:4]([NH:10][C:11]2[N:16]=[CH:15][C:14]([CH:17]3[CH2:22][CH2:21][N:20](C(OC(C)(C)C)=O)[CH2:19][CH2:18]3)=[CH:13][CH:12]=2)[C:5](=[O:9])[N:6]([CH3:8])[CH:7]=1.FC(F)(F)C(O)=O>C(Cl)Cl>[Br:1][C:2]1[CH:3]=[C:4]([NH:10][C:11]2[CH:12]=[CH:13][C:14]([CH:17]3[CH2:22][CH2:21][NH:20][CH2:19][CH2:18]3)=[CH:15][N:16]=2)[C:5](=[O:9])[N:6]([CH3:8])[CH:7]=1. Procedure details: Following Example 121c, 264a (0.58 g, 1.25 mmol), trifluoroacetic acid (0.96 mL, 12.5 mmol) and methylene chloride (20 mL) were reacted. Work-up and concentrated to afford a quantitative yield of 264b (454 mg) as yellow oil, which was used without purification in the next step. MS (ESI+) m/z 365.2 (M+H). Starting materials: CCOc1cc(-c2cc(C(F)(F)F)n3ncc(C(=O)O)c3n2)ccc1C(F)(F)F, Nc1cc(S(=O)(=O)NCCO)sc1Cl. The product is CCOc1cc(-c2cc(C(F)(F)F)n3ncc(C(=O)Nc4cc(S(=O)(=O)NCCO)sc4Cl)c3n2)ccc1C(F)(F)F. Reaction SMILES: [CH2:1]([CH3:2])[O:3][c:4]1[cH:5][c:6](-[c:14]2[n:15][c:16]3[n:17]([c:18]([C:20]([F:21])([F:22])[F:23])[cH:19]2)[n:24][cH:25][c:26]3[C:27](=[O:28])[OH:29])[cH:7][cH:8][c:9]1[C:10]([F:11])([F:12])[F:13].[OH:30][CH2:31][CH2:32][NH:33][S:34](=[O:35])(=[O:36])[c:37]1[s:38][c:39]([Cl:43])[c:40]([NH2:42])[cH:41]1>>[CH2:1]([CH3:2])[O:3][c:4]1[cH:5][c:6](-[c:14]2[n:15][c:16]3[n:17]([c:18]([C:20]([F:21])([F:22])[F:23])[cH:19]2)[n:24][cH:25][c:26]3[C:27](=[O:28])[NH:42][c:40]2[c:39]([Cl:43])[s:38][c:37]([S:34]([NH:33][CH2:32][CH2:31][OH:30])(=[O:35])=[O:36])[cH:41]2)[cH:7][cH:8][c:9]1[C:10]([F:11])([F:12])[F:13]. The reactants are Brc1cccnc1, CC(C)(C)OC(=O)N1CCCC2CN(c3ccc(Cl)nc3)CC21. Yields the product CC(C)(C)OC(=O)N1CCCC2CN(c3cccnc3)CC21. RXN SMILES: [Br:24][c:25]1[cH:26][n:27][cH:28][cH:29][cH:30]1.[Cl:1][c:2]1[cH:3][cH:4][c:5]([N:8]2[CH2:9][CH:10]3[N:11]([C:17](=[O:18])[O:19][C:20]([CH3:21])([CH3:22])[CH3:23])[CH2:12][CH2:13][CH2:14][CH:15]3[CH2:16]2)[cH:6][n:7]1>>[cH:2]1[cH:3][cH:4][c:5]([N:8]2[CH2:9][CH:10]3[N:11]([C:17](=[O:18])[O:19][C:20]([CH3:21])([CH3:22])[CH3:23])[CH2:12][CH2:13][CH2:14][CH:15]3[CH2:16]2)[cH:6][n:7]1. The reactants are C(C)N(C\C=C/C1=C(C=CC(=C1)F)S(=O)(=O)NC1=CC=C2C3=C(COC2=C1C(=O)OC)OC=C3)CC (Methyl 7-[2-((Z)-3-diethylaminoprop-1-enyl)-4-fluorobenzenesulfonylamino]-4H-furo[2,3-c]chromene-6-carboxylate), C(CCC)[Sn](\C=C/CN1CCCC1)(CCCC)CCCC (1-((Z)-3-tributylstannanylallyl)pyrrolidine), C(CCC)[Sn](\C=C/CN1CCCC1)(CCCC)CCCC (1-((Z)-3-tributylstannanylallyl)pyrrolidine), BrC1=C(C=CC(=C1)F)S(=O)(=O)NC1=CC=C2C3=C(COC2=C1C(=O)OC)OC=C3 (methyl 7-(2-bromo-4-fluorobenzenesulfonylamino)-4H-furo[2,3-c]chromene-6-carboxylate), BrC1=C(C=CC(=C1)F)S(=O)(=O)NC1=CC=C2C3=C(COC2=C1C(=O)OC)OC=C3 (methyl 7-(2-bromo-4-fluorobenzenesulfonylamino)-4H-furo[2,3-c]chromene-6-carboxylate). Product: N1(CCCC1)C\C=C/C1=C(C=CC(=C1)F)S(=O)(=O)NC1=CC=C2C3=C(COC2=C1C(=O)OC)OC=C3 (Methyl 7-[2-((Z)-3-{pyrrolidin-1-yl}prop-1-enyl)-4-fluorobenzene-sulfonylamino]-4H-furo[2,3-c]chromene-6-carboxylate). Reaction SMILES: [CH2:1]([N:3]([CH2:35][CH3:36])[CH2:4]/[CH:5]=[CH:6]\[C:7]1[CH:12]=[C:11]([F:13])[CH:10]=[CH:9][C:8]=1[S:14]([NH:17][C:18]1[C:27]([C:28]([O:30][CH3:31])=[O:29])=[C:26]2[C:21]([C:22]3[CH:34]=[CH:33][O:32][C:23]=3[CH2:24][O:25]2)=[CH:20][CH:19]=1)(=[O:16])=[O:15])[CH3:2].BrC1C=C(F)C=CC=1S(NC1C(C(OC)=O)=C2C(C3C=COC=3CO2)=CC=1)(=O)=O.C([Sn](CCCC)(CCCC)/C=C\CN1CCCC1)CCC>>[N:3]1([CH2:4]/[CH:5]=[CH:6]\[C:7]2[CH:12]=[C:11]([F:13])[CH:10]=[CH:9][C:8]=2[S:14]([NH:17][C:18]2[C:27]([C:28]([O:30][CH3:31])=[O:29])=[C:26]3[C:21]([C:22]4[CH:34]=[CH:33][O:32][C:23]=4[CH2:24][O:25]3)=[CH:20][CH:19]=2)(=[O:16])=[O:15])[CH2:1][CH2:2][CH2:36][CH2:35]1. Procedure: Prepared by proceeding in a similar manner to Intermediate 9, starting from methyl 7-(2-bromo-4-fluorobenzenesulfonylamino)-4H-furo[2,3-c]chromene-6-carboxylate (Intermediate 10) and 1-((Z)-3-tributylstannanylallyl)pyrrolidine (Intermediate 16). Starting materials: C(C=C)C=1C=C2CN(CC2=CC1)C(=O)OCC1=CC=CC=C1 (benzyl 5-allylisoindoline-2-carboxylate), O (water), O (water), C[N+]1(CCOCC1)[O-] (N-methylmorpholine-N-oxide). The reagents and catalysts are [Os](=O)(=O)(=O)=O (osmium tetroxide). Run in C(C)(C)(C)O (tert-butanol), C(C)(=O)OCC (ethyl acetate). Run at time 3 hour. Product: OC(CC=1C=C2CN(CC2=CC1)C(=O)OCC1=CC=CC=C1)CO (benzyl 5-(2,3-dihydroxypropyl)isoindoline-2-carboxylate). RXN SMILES: [CH2:1]([C:4]1[CH:5]=[C:6]2[C:10](=[CH:11][CH:12]=1)[CH2:9][N:8]([C:13]([O:15][CH2:16][C:17]1[CH:22]=[CH:21][CH:20]=[CH:19][CH:18]=1)=[O:14])[CH2:7]2)[CH:2]=[CH2:3].C[N+]1([O-])CC[O:27]CC1.[OH2:31]>C(O)(C)(C)C.C(OCC)(=O)C.[Os](=O)(=O)(=O)=O>[OH:31][CH:2]([CH2:3][OH:27])[CH2:1][C:4]1[CH:5]=[C:6]2[C:10](=[CH:11][CH:12]=1)[CH2:9][N:8]([C:13]([O:15][CH2:16][C:17]1[CH:18]=[CH:19][CH:20]=[CH:21][CH:22]=1)=[O:14])[CH2:7]2. Procedure details: To a suspension of benzyl 5-allylisoindoline-2-carboxylate (294 mg, 1 mmol) in tert-butanol (2.5 mL) and water (2.5 mL) was added N-methylmorpholine-N-oxide (257 mg, 2.2 mmol) followed by osmium tetroxide solution (0.1 mL of 4% wt in water). The resulting mixture was stirred for 3 hr (during which time the mixture becomes homogeneous). This solution was diluted with ethyl acetate, washed with saturated sodium thiosulfate solution then brine, dried over magnesium sulfate and concentrated under va... Reactants: [H-].[Al+3].[Li+].[H-].[H-].[H-] (lithium aluminum hydride), O1C(OCC1)[C@H]1CC(O[C@@H]1CO)=O ((4S,5S)-4-[1,3]Dioxolan-2-yl-5-hydroxymethyldihydrofuran-2-one). The solvent is C1CCOC1 (THF), C1CCOC1 (THF). Conditions: time 4 hour. Product: O1C(OCC1)[C@H]([C@@H](CO)O)CCO ((2S,3S)-3-[1,3]dioxolan-2-ylpentane-1,2,5-triol). RXN SMILES: [H-].[Al+3].[Li+].[H-].[H-].[H-].[O:7]1[CH2:11][CH2:10][O:9][CH:8]1[C@@H:12]1[C@@H:16]([CH2:17][OH:18])[O:15][C:14](=[O:19])[CH2:13]1>C1COCC1>[O:7]1[CH2:11][CH2:10][O:9][CH:8]1[C@@H:12]([CH2:13][CH2:14][OH:19])[C@H:16]([OH:15])[CH2:17][OH:18] |f:0.1.2.3.4.5|. Reported procedure: To a solution of lithium aluminum hydride (76 mg, 1.98 mmols) in THF (10 ml) at 0° C. was added dihydrofuranone 15 (275 mg, 1.46 mmol) in THF (30 mL) dropwise. Upon completion of the reduction after 4 hours, the reaction was quenched with a saturated aqueous sodium sulfate solution at 0° C. The solvent then was decanted and the remaining residue was washed with THF (3×), EtOAc (3×), and CHCl3 (3×). The organic extracts were combined and the solvent was removed under reduced pressure, yielding a ...